From a dataset of the Open Reaction Database (ORD), a public repository of structured organic reaction records. describe an organic reaction: reactants, conditions, products, and yield Starting materials: CN(C)c1cccc2c(S(=O)(=O)Cl)cccc12, COc1nc(Br)cnc1N, c1ccncc1. The product is COc1nc(Br)cnc1NS(=O)(=O)c1cccc2c(N(C)C)cccc12. As a reaction SMILES: [CH3:1][N:2]([c:3]1[c:4]2[cH:5][cH:6][cH:7][c:8]([S:13](=[O:14])(=[O:15])[Cl:16])[c:9]2[cH:10][cH:11][cH:12]1)[CH3:17].[NH2:18][c:19]1[n:20][cH:21][c:22]([Br:27])[n:23][c:24]1[O:25][CH3:26].[cH:28]1[cH:29][cH:30][n:31][cH:32][cH:33]1>>[CH3:1][N:2]([c:3]1[c:4]2[cH:5][cH:6][cH:7][c:8]([S:13](=[O:14])(=[O:15])[NH:18][c:19]3[n:20][cH:21][c:22]([Br:27])[n:23][c:24]3[O:25][CH3:26])[c:9]2[cH:10][cH:11][cH:12]1)[CH3:17]. Reactants: CCOC(=O)/N=N/C(=O)OCC (diethylazodicarboxylate), C(C)(C)(C)OC(=O)N1CCC[C@@H](C2=CC=3COCC3C=C21)N(C=2N=NNN2)CC2=CC(=CC(=C2)C(F)(F)F)C(F)(F)F ((S)-9-[(3,5-bis-trifluoromethyl-benzyl)-(2H-tetrazol-5-yl)-amino]-1,3,6,7,8,9-hexahydro-2-oxa-5-aza-cyclohepta[f]indene-5-carboxylic acid tert-butyl ester), OCCN1C(C=2C(C1=O)=CC=CC2)=O (N-(2-Hydroxyethyl)phthalimide), C1(=CC=CC=C1)P(C1=CC=CC=C1)C1=CC=CC=C1 (triphenylphosphine). Run in ClCCl (dichloromethane). Run at time 14 hour. Yields the product C(C)(C)(C)OC(=O)N1CCC[C@@H](C2=CC=3COCC3C=C21)N(C=2N=NN(N2)CCN2C(C1=CC=CC=C1C2=O)=O)CC2=CC(=CC(=C2)C(F)(F)F)C(F)(F)F ((S)-9-((3,5-Bis-trifluoromethyl-benzyl)-{2-[2-(1,3-dioxo-1,3-dihydro-isoindol-2-yl)-ethyl]-2H-tetrazol-5-yl}-amino)-1,3,6,7,8,9-hexahydro-2-oxa-5-aza-cyclohepta[f]indene-5-carboxylic acid tert-butyl ester). Reaction SMILES: [C:1]([O:5][C:6]([N:8]1[C:21]2[C:13](=[CH:14][C:15]3[CH2:16][O:17][CH2:18][C:19]=3[CH:20]=2)[C@@H:12]([N:22]([CH2:28][C:29]2[CH:34]=[C:33]([C:35]([F:38])([F:37])[F:36])[CH:32]=[C:31]([C:39]([F:42])([F:41])[F:40])[CH:30]=2)[C:23]2[N:24]=[N:25][NH:26][N:27]=2)[CH2:11][CH2:10][CH2:9]1)=[O:7])([CH3:4])([CH3:3])[CH3:2].O[CH2:44][CH2:45][N:46]1[C:50](=[O:51])[C:49]2=[CH:52][CH:53]=[CH:54][CH:55]=[C:48]2[C:47]1=[O:56].C1(P(C2C=CC=CC=2)C2C=CC=CC=2)C=CC=CC=1.CCOC(/N=N/C(OCC)=O)=O>ClCCl>[C:1]([O:5][C:6]([N:8]1[C:21]2[C:13](=[CH:14][C:15]3[CH2:16][O:17][CH2:18][C:19]=3[CH:20]=2)[C@@H:12]([N:22]([CH2:28][C:29]2[CH:30]=[C:31]([C:39]([F:40])([F:41])[F:42])[CH:32]=[C:33]([C:35]([F:36])([F:37])[F:38])[CH:34]=2)[C:23]2[N:24]=[N:25][N:26]([CH2:44][CH2:45][N:46]3[C:47](=[O:56])[C:48]4[C:49](=[CH:52][CH:53]=[CH:54][CH:55]=4)[C:50]3=[O:51])[N:27]=2)[CH2:11][CH2:10][CH2:9]1)=[O:7])([CH3:4])([CH3:2])[CH3:3]. Procedure: To a solution of (S)-9-[(3,5-bis-trifluoromethyl-benzyl)-(2H-tetrazol-5-yl)-amino]-1,3,6,7,8,9-hexahydro-2-oxa-5-aza-cyclohepta[f]indene-5-carboxylic acid tert-butyl ester (Example 72, Step 6) (0.84 mmol) and N-(2-Hydroxyethyl)phthalimide (2.51 mmol) in dichloromethane (10 mL), add triphenylphosphine (2.51 mmol) followed by dropwise addition of diethylazodicarboxylate (2.51 mmol). After stirring at room temperature for 14 h, remove the solvent under vacuum. Chromatograph over silica gel eluting ... Product: N#CC=CNC1CCCCC1. Reaction SMILES: [CH3:22][CH2:23][OH:24].[CH:8]1([NH2:14])[CH2:9][CH2:10][CH2:11][CH2:12][CH2:13]1.[ClH:7].[NH2:15][CH:16]1[CH2:17][CH2:18][CH2:19][CH2:20][CH2:21]1.[Na:6].[OH:1][CH:2]=[CH:3][C:4]#[N:5]>>[CH:2](=[CH:3][C:4]#[N:5])[NH:14][CH:8]1[CH2:9][CH2:10][CH2:11][CH2:12][CH2:13]1. Reactants: CCO, NC1CCCCC1, Cl, NC1CCCCC1, [Na], N#CC=CO. Reaction SMILES: [CH3:29][O:30][CH2:31][CH:32]([CH2:33][CH3:34])[NH2:35].[Cl:1][c:2]1[c:3](-[c:12]2[c:13]([N+:26](=[O:27])[O-:28])[c:14]([O:18][S:19]([C:20]([F:21])([F:22])[F:23])(=[O:24])=[O:25])[n:15][cH:16][cH:17]2)[cH:4][cH:5][c:6]([C:8]([F:9])([F:10])[F:11])[cH:7]1.[ClH:36]>>[Cl:1][c:2]1[c:3](-[c:12]2[c:13]([N+:26](=[O:27])[O-:28])[c:14]([NH:35][CH:32]([CH2:31][O:30][CH3:29])[CH2:33][CH3:34])[n:15][cH:16][cH:17]2)[cH:4][cH:5][c:6]([C:8]([F:9])([F:10])[F:11])[cH:7]1. Product: CCC(COC)Nc1nccc(-c2ccc(C(F)(F)F)cc2Cl)c1[N+](=O)[O-]. Starting materials: CCC(N)COC, O=[N+]([O-])c1c(-c2ccc(C(F)(F)F)cc2Cl)ccnc1OS(=O)(=O)C(F)(F)F, Cl.